This data is from the Open Reaction Database (ORD), a public repository of structured organic reaction records. The task is: describe an organic reaction: reactants, conditions, products, and yield Reactants: C(C)(C)(C)OC(=O)NCC1CCC(CC1)C(=O)NCC1=CC=C(C=C1)C ((4-{[(tert-butoxy)carbonylamino]methyl}cyclohexyl)-N-[(4-methylphenyl)methyl]carboxamide), FC(C(=O)O)(F)F (trifluoroacetic acid). Solvent: C(Cl)Cl (CH2Cl2), CO (methanol). Reaction conditions: time 8 hour. The product is NCC1CCC(CC1)C(=O)NCC1=CC=C(C=C1)C ([4-(aminomethyl)cyclohexyl]-N-[(4-methylphenyl)methyl]carboxamide). RXN SMILES: C(OC([NH:8][CH2:9][CH:10]1[CH2:15][CH2:14][CH:13]([C:16]([NH:18][CH2:19][C:20]2[CH:25]=[CH:24][C:23]([CH3:26])=[CH:22][CH:21]=2)=[O:17])[CH2:12][CH2:11]1)=O)(C)(C)C.FC(F)(F)C(O)=O>C(Cl)Cl.CO>[NH2:8][CH2:9][CH:10]1[CH2:15][CH2:14][CH:13]([C:16]([NH:18][CH2:19][C:20]2[CH:21]=[CH:22][C:23]([CH3:26])=[CH:24][CH:25]=2)=[O:17])[CH2:12][CH2:11]1. Procedure details: 5.5 g of the (4-{[(tert-butoxy)carbonylamino]methyl}cyclohexyl)-N-[(4-methylphenyl)methyl]carboxamide prepared in Example 5A was dissolved in 500 ml of CH2Cl2. 50 ml of trifluoroacetic acid (TFA) was added to the solution and the reaction mixture stirred at room temperature overnight. The volatile components of the reaction mixture were evaporated off leaving a colorless oil which was then dissolved in 500 ml of methanol. 1 Tbs of Bio-Rad AG 1-X8 resin (20-50 mesh) was added and the solution sha... The reactants are FC=1C=C2C(C(=O)OC2=O)=CC1F (4,5-difluorophthalic anhydride), cupric oxide, CCCCCCCCCCCCC (n-tridecane). Solvent: CN1C(CCC1)=O (N-methyl-2-pyrrolidone). Run at temperature 190 celsius. Yields the product FC=1C=C(C(=O)O)C=CC1F (3,4-difluorobenzoic acid). Isolated yield 85.0%. As a reaction SMILES: [F:1][C:2]1[CH:3]=[C:4]2[C:9](=[O:10])[O:8]C(=O)[C:5]2=[CH:11][C:12]=1[F:13].CCCCCCCCCCCCC>CN1CCCC1=O>[F:1][C:2]1[CH:3]=[C:4]([CH:5]=[CH:11][C:12]=1[F:13])[C:9]([OH:10])=[O:8]. Procedure details: 4,5-difluorophthalic anhydride (0.5 grams, 2.7 mmole) was added to a slurry of cupric oxide (5% by weight of starting material) in 5 ml. of N-methyl-2-pyrrolidone. n-tridecane (0.25 grams) was added as an internal standard. The mixture was heated to 190° C. for 3 hours, at which time GC analysis indicated complete consumption of the starting material and conversion to 3,4-difluorobenzoic acid in an 85% yield, based upon the internal standard, corrected for response factors. Reactants: Cn1c(S(C)(=O)=O)nc2cccnc21, CCn1c(=O)n(-c2ccc(O)cc2)c2ncc(OC(F)F)cc21, [H-], [Na+], CN(C)C=O. Product: CCn1c(=O)n(-c2ccc(Oc3nc4cccnc4n3C)cc2)c2ncc(OC(F)F)cc21. As a reaction SMILES: [CH3:1][n:2]1[c:3]([S:11]([CH3:12])(=[O:13])=[O:14])[n:4][c:5]2[c:6]1[n:7][cH:8][cH:9][cH:10]2.[F:15][CH:16]([O:17][c:18]1[cH:19][c:20]2[c:21]([n:22][cH:23]1)[n:24](-[c:30]1[cH:31][cH:32][c:33]([OH:36])[cH:34][cH:35]1)[c:25](=[O:29])[n:26]2[CH2:27][CH3:28])[F:37].[H-:39].[Na+:38].[O:40]=[CH:41][N:42]([CH3:43])[CH3:44]>>[CH3:1][n:2]1[c:3]([O:36][c:33]2[cH:32][cH:31][c:30](-[n:24]3[c:21]4[c:20]([cH:19][c:18]([O:17][CH:16]([F:15])[F:37])[cH:23][n:22]4)[n:26]([CH2:27][CH3:28])[c:25]3=[O:29])[cH:35][cH:34]2)[n:4][c:5]2[c:6]1[n:7][cH:8][cH:9][cH:10]2. The reactants are C(CC(=O)C)(=O)OCC (ethyl acetoacetate), C(CCC)NCCCC (dibutylamine). Solvent: C(C)OCC (ethyl ether). Conditions: temperature 150 celsius. The product is C(CCC)N(C(CC(C)=O)=O)CCCC (N,N-dibutyl-3-oxo-butanamide). Isolated yield 67.7%. RXN SMILES: [C:1]([O:7]CC)(=O)[CH2:2][C:3]([CH3:5])=[O:4].[CH2:10]([NH:14][CH2:15][CH2:16][CH2:17][CH3:18])[CH2:11][CH2:12][CH3:13]>C(OCC)C>[CH2:10]([N:14]([CH2:15][CH2:16][CH2:17][CH3:18])[C:1](=[O:7])[CH2:2][C:3](=[O:4])[CH3:5])[CH2:11][CH2:12][CH3:13]. Procedure details: A! A mixture of ethyl acetoacetate (50 g, 0.38 mole) and dibutylamine (49.65 g, 0.38 mole) was heated to 150° C. for one day. After cooling, the reaction mixture was taken up in 500 ml of ethyl ether and washed with 200 ml of 1N HCl and 200 ml of water. The ether phase was anhydrified over sodium sulfate, and evaporated to dryness thus yielding 86.7 g of a crude which was distilled under vacuum to give 54.86 g (yield: 67%) of N,N-dibutyl-3-oxo-butanamide. Starting materials: NC=1C=C2C=3CC(CCC3NC2=CC1)N(C)C (6-amino-3-(dimethyl)amino-1,2,3,4-tetrahydro-9H-carbazole), C1=C(C=CC2=CC=CC=C12)C(=O)Cl (2-naphthoyl chloride). The product is C1=C(C=CC2=CC=CC=C12)C(=O)NC=1C=C2C=3CC(CCC3NC2=CC1)N(C)C (6-(2-naphthoyl)amino-3-(dimethyl)amino-1,2,3,4-tetrahydro-9H-carbazole). Isolated yield 71.4%. RXN SMILES: [NH2:1][C:2]1[CH:3]=[C:4]2[C:12](=[CH:13][CH:14]=1)[NH:11][C:10]1[CH2:9][CH2:8][CH:7]([N:15]([CH3:17])[CH3:16])[CH2:6][C:5]2=1.[CH:18]1[C:27]2[C:22](=[CH:23][CH:24]=[CH:25][CH:26]=2)[CH:21]=[CH:20][C:19]=1[C:28](Cl)=[O:29]>>[CH:18]1[C:27]2[C:22](=[CH:23][CH:24]=[CH:25][CH:26]=2)[CH:21]=[CH:20][C:19]=1[C:28]([NH:1][C:2]1[CH:3]=[C:4]2[C:12](=[CH:13][CH:14]=1)[NH:11][C:10]1[CH2:9][CH2:8][CH:7]([N:15]([CH3:17])[CH3:16])[CH2:6][C:5]2=1)=[O:29]. Reported procedure: Beginning with 10.4 mg (0.046 mMol) 6-amino-3-(dimethyl)amino-1,2,3,4-tetrahydro-9H-carbazole and 10.2 μL (0.051 mMol) 2-naphthoyl chloride, 12.6 mg (72%) of the title compound were recovered as a dark brown solid.